This data is from the Open Reaction Database (ORD), a public repository of structured organic reaction records. The task is: describe an organic reaction: reactants, conditions, products, and yield Reactants: C(C)(C)(C)OC(N(C)[C@H]1CN(CC1)C1=C(C=C(C=C1)N1C(C2=CC=C(C=C2CC1)OC)=O)F)=O ({(R)-1-[2-fluoro-4-(6-methoxy-1-oxo-3,4-dihydro-1H-isoquinolin-2-yl)-phenyl]-pyrrolidin-3-yl}-methyl-carbamic acid tert-butyl ester), raw product, C(O)([O-])=O.[Na+] (sodium hydrogencarbonate), CC(C)(C)OC(=O)OC(=O)OC(C)(C)C (Boc2O), Br (hydrogen bromide). Solvent: O1CCOCC1 (1,4-dioxan), O (water). The product is C(C)(C)(C)OC(N(C)[C@H]1CN(CC1)C1=C(C=C(C=C1)N1C(C2=CC=C(C=C2CC1)O)=O)F)=O ({(R)-1-[2-Fluoro-4-(6-hydroxy-1-oxo-3,4-dihydro-1H-isoquinolin-2-yl)-phenyl]-pyrrolidin-3-yl}-methyl-carbamic acid tert-butyl ester). Reaction SMILES: [C:1]([O:5][C:6](=[O:34])[N:7]([C@@H:9]1[CH2:13][CH2:12][N:11]([C:14]2[CH:19]=[CH:18][C:17]([N:20]3[CH2:29][CH2:28][C:27]4[C:22](=[CH:23][CH:24]=[C:25]([O:30]C)[CH:26]=4)[C:21]3=[O:32])=[CH:16][C:15]=2[F:33])[CH2:10]1)[CH3:8])([CH3:4])([CH3:3])[CH3:2].Br.C(=O)([O-])O.[Na+].CC(OC(OC(OC(C)(C)C)=O)=O)(C)C>O1CCOCC1.O>[C:1]([O:5][C:6](=[O:34])[N:7]([C@@H:9]1[CH2:13][CH2:12][N:11]([C:14]2[CH:19]=[CH:18][C:17]([N:20]3[CH2:29][CH2:28][C:27]4[C:22](=[CH:23][CH:24]=[C:25]([OH:30])[CH:26]=4)[C:21]3=[O:32])=[CH:16][C:15]=2[F:33])[CH2:10]1)[CH3:8])([CH3:4])([CH3:2])[CH3:3] |f:2.3|. Procedure details: According to Method L, {(R)-1-[2-fluoro-4-(6-methoxy-1-oxo-3,4-dihydro-1H-isoquinolin-2-yl)-phenyl]-pyrrolidin-3-yl}-methyl-carbamic acid tert-butyl ester was treated with hydrogen bromide. The raw product (5.5 g) was dissolved in 1,4-dioxan (50 mL) and water (50 mL), sodium hydrogencarbonate (2.6 g) and lastly Boc2O (3.38 g) were added. After 3 hours the 1,4-dioxan was removed in the rotary evaporator and the residue was distributed between water and ethyl acetate. The organic phase was dried o... Reactants: COC1=CC=C2C(C(N(C2=C1)CCOC)=O)=O (6-methoxy-1-(2-methoxyethyl)-isatin), C(C1=CC=CC=C1)(=O)NN (benzhydrazide). The product is COC1=CC=C2/C(/C(N(C2=C1)CCOC)=O)=N/NC(C1=CC=CC=C1)=O (N′-[(3Z)-6-methoxy-1-(2-methoxyethyl)-2-oxo-1,2-dihydro-3H-indol-3-ylidene]benzohydrazide). RXN SMILES: [CH3:1][O:2][C:3]1[CH:11]=[C:10]2[C:6]([C:7](=O)[C:8](=[O:16])[N:9]2[CH2:12][CH2:13][O:14][CH3:15])=[CH:5][CH:4]=1.[C:18]([NH:26][NH2:27])(=[O:25])[C:19]1[CH:24]=[CH:23][CH:22]=[CH:21][CH:20]=1>>[CH3:1][O:2][C:3]1[CH:11]=[C:10]2[C:6](/[C:7](=[N:27]/[NH:26][C:18](=[O:25])[C:19]3[CH:24]=[CH:23][CH:22]=[CH:21][CH:20]=3)/[C:8](=[O:16])[N:9]2[CH2:12][CH2:13][O:14][CH3:15])=[CH:5][CH:4]=1. Reported procedure: The title compound was prepared as a yellow solid, using 6-methoxy-1-(2-methoxyethyl)-isatin and benzhydrazide according to the synthetic method NMR (CDCl3): δ 3.35 (s, 3H), 3.65 (t, 2H), 3.87 (s, 3H), 3.94 (t, 2H), 6.64 (d, 1H), 7.58 (t, 1H), 7.79 (d, 1H), 13.93 (br s, 1H). Product: CC(C)(C)OC(=O)NC(CC1CCCCC1)C(=O)C=[N+]=[N-]. As a reaction SMILES: [C:1]([CH3:2])([CH3:3])([CH3:4])[O:5][C:6](=[O:7])[NH:8][CH:9]([C:10](=[O:11])[OH:12])[CH2:13][CH:14]1[CH2:15][CH2:16][CH2:17][CH2:18][CH2:19]1.[CH2:38]1[O:39][CH2:40][CH2:41][CH2:42]1.[CH3:20][N:21]1[CH2:22][CH2:23][O:24][CH2:25][CH2:26]1.[CH3:43][C:44](=[O:45])[OH:46].[Cl:27][C:28]([O:29][CH2:30][CH:31]([CH3:32])[CH3:33])=[O:34].[N+:35](=[N-:36])=[CH2:37]>>[C:1]([CH3:2])([CH3:3])([CH3:4])[O:5][C:6](=[O:7])[NH:8][CH:9]([C:10](=[O:12])[CH:37]=[N+:35]=[N-:36])[CH2:13][CH:14]1[CH2:15][CH2:16][CH2:17][CH2:18][CH2:19]1. Starting materials: CC(C)(C)OC(=O)NC(CC1CCCCC1)C(=O)O, C1CCOC1, CN1CCOCC1, CC(=O)O, CC(C)COC(=O)Cl, C=[N+]=[N-].